This data is from the Open Reaction Database (ORD), a public repository of structured organic reaction records. The task is: describe an organic reaction: reactants, conditions, products, and yield The reactants are C1CCOC1, COc1cc([N+](=O)[O-])c2ncccc2c1. Product: COc1cc(N)c2ncccc2c1. Reaction SMILES: [CH2:16]1[O:17][CH2:18][CH2:19][CH2:20]1.[CH3:1][O:2][c:3]1[cH:4][c:5]2[cH:6][cH:7][cH:8][n:9][c:10]2[c:11]([N+:13]([O-:14])=[O:15])[cH:12]1>>[CH3:1][O:2][c:3]1[cH:4][c:5]2[cH:6][cH:7][cH:8][n:9][c:10]2[c:11]([NH2:13])[cH:12]1. Starting materials: [OH-].[Na+] (sodium hydroxide), C1(=O)OCC2=CC=CC=C12 (phthalide). Reaction conditions: time 1 hour. Yields the product OCC1=C(C(=O)[O-])C=CC=C1.[Na+] (sodium 2-hydroxymethylbenzoate). As a reaction SMILES: [OH-:1].[Na+:2].[C:3]1([C:12]2[C:7](=[CH:8][CH:9]=[CH:10][CH:11]=2)[CH2:6][O:5]1)=[O:4]>>[OH:1][CH2:6][C:7]1[CH:8]=[CH:9][CH:10]=[CH:11][C:12]=1[C:3]([O-:5])=[O:4].[Na+:2] |f:0.1,3.4|. Procedure details: An aqueous solution (200 ml) of phthalide (134 g) and sodium hydroxide (40 g) was heated. After stirring for 1 hour, the mixture was concentrated under reduced pressure for removal of water to obtain sodium 2-hydroxymethylbenzoate as colorless crystals. p-Cymene (480 ml) and 2,5-xylenol (122 g) were added to the crystals. Azeotropic dehydration was carried out with heating under reflux for 7 hours by using an azeotropic dehydration apparatus. After cooling, ice water was added. Concentrated hydr... The reactants are COC(=O)C=1OC(=C(C1)COC1=CC=C(C=C1)I)C (4-(4-Iodo-phenoxymethyl)-5-methyl-furan-2-carboxylic acid methyl ester), ClC1=C(C=CC=C1)B(O)O ((2-chlorophenyl)-boronic acid). Product: ClC1=C(C=CC=C1)C1=CC=C(C=C1)OCC=1C=C(OC1C)C(=O)O (4-(2′-Chloro-biphenyl-4-yloxymethyl)-5-methyl-furan-2-carboxylic acid). Reaction SMILES: C[O:2][C:3]([C:5]1[O:6][C:7]([CH3:19])=[C:8]([CH2:10][O:11][C:12]2[CH:17]=[CH:16][C:15](I)=[CH:14][CH:13]=2)[CH:9]=1)=[O:4].[Cl:20][C:21]1[CH:26]=[CH:25][CH:24]=[CH:23][C:22]=1B(O)O>>[Cl:20][C:21]1[CH:26]=[CH:25][CH:24]=[CH:23][C:22]=1[C:15]1[CH:16]=[CH:17][C:12]([O:11][CH2:10][C:8]2[CH:9]=[C:5]([C:3]([OH:2])=[O:4])[O:6][C:7]=2[CH3:19])=[CH:13][CH:14]=1. Reported procedure: Compound (99) was prepared from compound (20) and (2-chlorophenyl)-boronic acid by adapting the procedure of Example 5(b). LC/MS System B; Rt=1.86 mins, m/z (ES−)=341 and 343 (M−H for C19H15ClO4). The reactants are CC(C)([O-])C.[K+] (Potassium t-butoxide), C(C)(C)(C)OC(=O)N1CCC(CC1)(NC(C1=C(C(=CC=C1)Cl)F)=O)C(N)=O (4-carbamoyl-4-(3-chloro-2-fluoro-benzoylamino)-piperidine-1-carboxylic acid tert-butyl ester), Cl (HCl). Run in CC(C)(C)O (tBuOH). Reaction conditions: temperature 40 celsius, time 6 hour. The product is C(C)(C)(C)OC(=O)N1CCC2(C(NC(=N2)C2=C(C(=CC=C2)Cl)F)=O)CC1 (2-(3-chloro-2-fluoro-phenyl)-4-oxo-1,3,8-triaza-spiro[4.5]dec-1-ene-8-carboxylic acid tert-butyl ester). Reaction SMILES: CC(C)([O-])C.[K+].[C:7]([O:11][C:12]([N:14]1[CH2:19][CH2:18][C:17]([C:31](=[O:33])[NH2:32])([NH:20][C:21](=O)[C:22]2[CH:27]=[CH:26][CH:25]=[C:24]([Cl:28])[C:23]=2[F:29])[CH2:16][CH2:15]1)=[O:13])([CH3:10])([CH3:9])[CH3:8].Cl>CC(O)(C)C>[C:7]([O:11][C:12]([N:14]1[CH2:19][CH2:18][C:17]2([N:20]=[C:21]([C:22]3[CH:27]=[CH:26][CH:25]=[C:24]([Cl:28])[C:23]=3[F:29])[NH:32][C:31]2=[O:33])[CH2:16][CH2:15]1)=[O:13])([CH3:10])([CH3:9])[CH3:8] |f:0.1|. Reported procedure: Potassium t-butoxide (1.01 g, 8.97 mmol) was added to a solution of 4-carbamoyl-4-(3-chloro-2-fluoro-benzoylamino)-piperidine-1-carboxylic acid tert-butyl ester (1.20 g, 2.99 mmol) in tBuOH (30.0 ml) at room temperature, and the mixture was stirred at 40° C. for six hours. The reaction mixture was adjusted to pH 6 by adding 2 N HCl and then extracted with AcOEt three times. The organic layers were sequentially washed with H2O (×2) and saturated brine, and then dried over Na2SO4 and concentrated ... The reactants are BrCc1ccccc1, O=C([O-])[O-], CN(C)C=O, COc1ccc(C=O)cc1C(SC)C(=O)O, [K+], [K+], O. The product is COc1ccc(C=O)cc1C(SC)C(=O)OCc1ccccc1. Reaction SMILES: [Br:28][CH2:29][c:30]1[cH:31][cH:32][cH:33][cH:34][cH:35]1.[C:22](=[O:23])([O-:24])[O-:25].[CH3:17][N:18]([CH3:19])[CH:20]=[O:21].[CH3:1][S:2][CH:3]([C:4](=[O:5])[OH:6])[c:7]1[c:8]([O:15][CH3:16])[cH:9][cH:10][c:11]([CH:13]=[O:14])[cH:12]1.[K+:26].[K+:27].[OH2:36]>>[CH3:1][S:2][CH:3]([C:4](=[O:5])[O:6][CH2:29][c:30]1[cH:31][cH:32][cH:33][cH:34][cH:35]1)[c:7]1[c:8]([O:15][CH3:16])[cH:9][cH:10][c:11]([CH:13]=[O:14])[cH:12]1.